This data is from the Open Reaction Database (ORD), a public repository of structured organic reaction records. The task is: describe an organic reaction: reactants, conditions, products, and yield The solvent is CO (methanol). Procedure: Substitution of acetic acid or formic acid for the R1COOH does not provide the advantageous results described, and instead, with the aforedescribed single reaction system provides methyl formate or methyl acetate distilling off rather than methanol. These (methyl formate or methyl acetate), contrary to R1COOCH3, have lower boiling points than methanol and consequently are distilled off instead of methanol requiring new displacing acid and displacing acid ester disposal or hydrolysis of the displ... As a reaction SMILES: [C:1]([OH:4])(=[O:3])[CH3:2].[CH:5](O)=O>CO>[CH:1]([O:4][CH3:5])=[O:3].[C:1]([O:4][CH3:5])(=[O:3])[CH3:2]. The reactants are C(C)(=O)O (acetic acid), C(=O)O (formic acid), R1COOH. Product: C(=O)OC (methyl formate), C(C)(=O)OC (methyl acetate). The reactants are CC1=C(C2=C3C4=C1O[C@@](C4=O)(O/C=C/[C@@H]([C@H]([C@H]([C@@H]([C@@H]([C@@H]([C@H]([C@H](/C=C/C=C(\C(=O)NC(=CC3=O)C2=O)/C)C)O)C)O)C)OC(=O)C)C)OC)C)O (rifamycin S). The solvent is CC1=C(C2=C3C(=CC(=C2O)NC(=O)/C(=C\C=C\C(C(C(C(C(C(C(C(/C=C/OC4(C(=O)C3=C1O4)C)OC)C)OC(=O)C)C)O)C)O)C)/C)OCC(=O)NC=5C=CC(=CC5)I)O (rifamycin B). Conditions: temperature 50 celsius. Product: CC1=C(C2=C3C(=CC(=C2O)NC(=O)/C(=C\C=C\[C@@H]([C@@H]([C@H]([C@H]([C@H]([C@@H]([C@@H]([C@H](/C=C/O[C@@]4(C(=O)C3=C1O4)C)OC)C)OC(=O)C)C)O)C)O)C)/C)O)O (rifamycin SV). As a reaction SMILES: [CH3:1][C:2]1[C:7]2[O:8][C@:9]3([CH3:49])[O:12][CH:13]=[CH:14][C@H:15]([O:47][CH3:48])[C@@H:16]([CH3:46])[C@@H:17]([O:42][C:43]([CH3:45])=[O:44])[C@H:18]([CH3:41])[C@H:19]([OH:40])[C@H:20]([CH3:39])[C@@H:21]([OH:38])[C@@H:22]([CH3:37])[CH:23]=[CH:24][CH:25]=[C:26]([CH3:36])[C:27]([NH:29][C:30]4[C:34](=[O:35])[C:4](=[C:5]([C:32](=[O:33])[CH:31]=4)[C:6]=2[C:10]3=[O:11])[C:3]=1[OH:50])=[O:28]>CC1C2OC3(C)C(C=2C2C(OCC(NC4C=CC(I)=CC=4)=O)=CC(NC(C(C)=CC=CC(C)C(O)C(C)C(O)C(C)C(OC(C)=O)C(C)C(OC)C=CO3)=O)=C(O)C=2C=1O)=O>[CH3:1][C:2]1[C:7]2[O:8][C@@:9]3([CH3:49])[C:10]([C:6]=2[C:5]2[C:32]([OH:33])=[CH:31][C:30]([NH:29][C:27]([C:26]([CH3:36])=[CH:25][CH:24]=[CH:23][C@H:22]([CH3:37])[C@H:21]([OH:38])[C@@H:20]([CH3:39])[C@@H:19]([OH:40])[C@@H:18]([CH3:41])[C@H:17]([O:42][C:43]([CH3:45])=[O:44])[C@H:16]([CH3:46])[C@@H:15]([O:47][CH3:48])[CH:14]=[CH:13][O:12]3)=[O:28])=[C:34]([OH:35])[C:4]=2[C:3]=1[OH:50])=[O:11]. Procedure details: Reaction--Ten grams of the enzyme adsorbed on celite were added to 300 ml of 1% rifamycin B solution (10 mM phosphate buffer, pH 8.5). The conversion to rifamycin S was completed in 7 hours of reaction at 40° C. with aeration and agitation. The celite filter cake recovered by filtration on a sintered glass was washed with 200 ml of methanol. The final methanolic aqueous solution of rifamycin S was warmed to 50° C. in order to solubilize completely the residual rifamycin S precipitate. 30 ml of 5... Reactants: [Li] (Lithium), [NH4+].[Cl-] (NH4Cl), [Li] (lithium), COCCOCCC[C@]12C(CC[C@H]2C2=C(CC1)C=1C=CC(=CC1CC2)OC)O ((±)-13-(2-(2-Methoxyethoxymethyl)-ethyl)-3-methoxygona-1,3,5(10),8-tetraen-17-ol), N (ammonia), N (ammonia). The solvent is NC1=CC=CC=C1 (aniline), C1CCOC1 (THF). Run at temperature -20 celsius. Product: COCCOCCC[C@]12C(CC[C@H]2[C@H]2[C@H](CC1)C=1C=CC(=CC1CC2)OC)O ((±)-13-(2-(2-Methoxyethoxymethyl)-ethyl)-3-methoxygona-1,3,5(10)-trien-17-ol). RXN SMILES: [CH3:1][O:2][CH2:3][CH2:4][O:5][CH2:6][CH2:7][CH2:8][C@:9]12[CH2:17][CH2:16][C:15]3[C:18]4[CH:19]=[CH:20][C:21]([O:26][CH3:27])=[CH:22][C:23]=4[CH2:24][CH2:25][C:14]=3[C@@H:13]1[CH2:12][CH2:11][CH:10]2[OH:28].N.[Li].[NH4+].[Cl-]>NC1C=CC=CC=1.C1COCC1>[CH3:1][O:2][CH2:3][CH2:4][O:5][CH2:6][CH2:7][CH2:8][C@:9]12[CH2:17][CH2:16][C@@H:15]3[C:18]4[CH:19]=[CH:20][C:21]([O:26][CH3:27])=[CH:22][C:23]=4[CH2:24][CH2:25][C@H:14]3[C@@H:13]1[CH2:12][CH2:11][CH:10]2[OH:28] |f:3.4,^1:29|. Procedure details: A solution of 51 (46.9 g, 0.12 mol) in aniline (250 mL) and dry THF (2 L) was added to ammonia (800 mL). Lithium metal (4.9 g, 0.72 mol) was added in pieces, and the blue mixture was stirred at −20° C. At −78° C., a solution of saturated aqueous NH4Cl was added upon depletion of lithium and the ammonia was allowed to evaporate. The solution was extracted with ethyl acetate (3×500 mL), water (500 mL), and brine. The organic phase was dried over anhydrous magnesium sulfate, the solvent was removed... Starting materials: CS(=O)(=O)OCCCOC1=CC=C(C=C1)C1C(CN(CC1)C(=O)[O-])OCC1=CC2=CC=CC=C2C=C1 (4-[4-(3-methylsulphonyloxy-propoxy)-phenyl]-3-(naphthalen-2-ylmethoxy)-piperidine-1-carboxylate), N1CCOCC1 (morpholine). Solvent: C(C)(=O)OCC (ethyl acetate), C(C)(=O)OCC (ethyl acetate). Product: N1(CCOCC1)CCCOC1=CC=C(C=C1)C1C(CN(CC1)C(=O)OC(C)(C)C)OCC1=CC2=CC=CC=C2C=C1 (tert-butyl (3RS,4RS)-4-[4-(3-morpholin-4-yl-propoxy)-phenyl]-3-(naphthalen-2-ylmethoxy)-piperidine-1-carboxylate). As a reaction SMILES: CS(O[CH2:6][CH2:7][CH2:8][O:9][C:10]1[CH:15]=[CH:14][C:13]([CH:16]2[CH2:21][CH2:20][N:19]([C:22]([O-:24])=[O:23])[CH2:18][CH:17]2[O:25][CH2:26][C:27]2[CH:36]=[CH:35][C:34]3[C:29](=[CH:30][CH:31]=[CH:32][CH:33]=3)[CH:28]=2)=[CH:12][CH:11]=1)(=O)=O.[NH:37]1[CH2:42][CH2:41][O:40][CH2:39][CH2:38]1>C(OCC)(=O)C>[N:37]1([CH2:6][CH2:7][CH2:8][O:9][C:10]2[CH:15]=[CH:14][C:13]([CH:16]3[CH2:21][CH2:20][N:19]([C:22]([O:24][C:13]([CH3:16])([CH3:14])[CH3:12])=[O:23])[CH2:18][CH:17]3[O:25][CH2:26][C:27]3[CH:36]=[CH:35][C:34]4[C:29](=[CH:30][CH:31]=[CH:32][CH:33]=4)[CH:28]=3)=[CH:12][CH:11]=2)[CH2:42][CH2:41][O:40][CH2:39][CH2:38]1. Reported procedure: A solution of 200 mg (0.35 mmol) of tert-butyl 3RS,4RS)-4-[4-(3-methylsulphonyloxy-propoxy)-phenyl]-3-(naphthalen-2-ylmethoxy)-piperidine-1-carboxylate in 1 ml of ethyl acetate was treated with 60 μl of morpholine and boiled under reflux for 3 hours. Subsequently, the reaction solution was diluted with 5 ml of ethyl acetate and extracted twice with 1 ml of saturated sodium hydrogen carbonate solution each time. The organic phases were dried over magnesium sulphate, evaporated under reduced press... The reactants are C1(=CC=CC=C1)C=1OC2=C(C(N1)=O)C=CC=C2 (2-phenyl-benzo[e][1,3]oxazin-4-one), O.NN (hydrazine hydrate). Run in C(C)O (ethanol). The product is OC1=C(C=CC=C1)C1=NNC(=N1)C1=CC=CC=C1 (3-(2-hydroxyphenyl)-5-phenyl-1,2,4-triazole). RXN SMILES: [C:1]1([C:7]2[O:8][C:9]3[CH:17]=[CH:16][CH:15]=[CH:14][C:10]=3[C:11](=O)[N:12]=2)[CH:6]=[CH:5][CH:4]=[CH:3][CH:2]=1.O.[NH2:19][NH2:20]>C(O)C>[OH:8][C:9]1[CH:17]=[CH:16][CH:15]=[CH:14][C:10]=1[C:11]1[N:12]=[C:7]([C:1]2[CH:6]=[CH:5][CH:4]=[CH:3][CH:2]=2)[NH:20][N:19]=1 |f:1.2|. Reported procedure: 1.9 g of 2-phenyl-benzo[e][1,3]oxazin-4-one are refluxed in 75 ml of ethanol with 1.0 g of hydrazine hydrate. After about 1 hour the solvent is distilled off in vacuo and the residue remaining is stirred into water. The solid formed (3-(2-hydroxyphenyl)-5-phenyl-1,2,4-triazole) is used in the next step without further purification. Yield: 0.5 g (25%). Starting materials: BrC1=CC(=C(C=C1)OCCCCCCCCCCCC)F (1-Bromo-3-fluoro-4-dodecyloxybenzene), FC1=C(C=CC=C1F)B(O)O (2,3-Difluoro-phenylboronic acid), C(CCC)[Li] (n-butyllithium), B(OC)(OC)OC (trimethyl borate). The solvent is C1CCOC1 (THF), C1CCOC1 (THF). Yields the product FC=1C=C(C=CC1OCCCCCCCCCCCC)B(O)O (3-Fluoro-4-dodecyloxyphenylboronic acid). Reaction SMILES: Br[C:2]1[CH:7]=[CH:6][C:5]([O:8][CH2:9][CH2:10][CH2:11][CH2:12][CH2:13][CH2:14][CH2:15][CH2:16][CH2:17][CH2:18][CH2:19][CH3:20])=[C:4]([F:21])[CH:3]=1.C([Li])CCC.[B:27](OC)([O:30]C)[O:28]C.FC1C(F)=CC=CC=1B(O)O>C1COCC1>[F:21][C:4]1[CH:3]=[C:2]([B:27]([OH:30])[OH:28])[CH:7]=[CH:6][C:5]=1[O:8][CH2:9][CH2:10][CH2:11][CH2:12][CH2:13][CH2:14][CH2:15][CH2:16][CH2:17][CH2:18][CH2:19][CH3:20]. Procedure: Quantities: compound 13 (10.00 g, 0.039 mol) in anhydrous THF (150 ml), n-butyllithium (17 ml, 2.5M in hexane, 0.0425 mol), trimethyl borate (8.12 g, 0.078 mol) in anhydrous THF (50 ml). The experimental procedure was as described for the preparation of compound 2.